Dataset: the Open Reaction Database (ORD), a public repository of structured organic reaction records. Task: describe an organic reaction: reactants, conditions, products, and yield The reactants are ice water, C(CCCCCC)[C@@H]1CC[C@H](CC1)CBr ((trans-4-heptylcyclohexyl)methyl bromide), C1(O)=CC=C(O)C=C1 (hydroquinone), C([O-])([O-])=O.[K+].[K+] (potassium carbonate). Run in CN(C=O)C (dimethylformamide). Yields the product C(CCCCCC)[C@@H]1CC[C@H](CC1)COC1=CC=C(C=C1)O (4-[(trans-4-heptylcyclohexyl)methoxy]phenol). Yield: 32.5%. Reaction SMILES: [CH2:1]([C@H:8]1[CH2:13][CH2:12][C@H:11]([CH2:14]Br)[CH2:10][CH2:9]1)[CH2:2][CH2:3][CH2:4][CH2:5][CH2:6][CH3:7].[C:16]1([CH:23]=[CH:22][C:20]([OH:21])=[CH:19][CH:18]=1)[OH:17].C(=O)([O-])[O-].[K+].[K+]>CN(C)C=O>[CH2:1]([C@H:8]1[CH2:13][CH2:12][C@H:11]([CH2:14][O:17][C:16]2[CH:23]=[CH:22][C:20]([OH:21])=[CH:19][CH:18]=2)[CH2:10][CH2:9]1)[CH2:2][CH2:3][CH2:4][CH2:5][CH2:6][CH3:7] |f:2.3.4|. Procedure details: A mixture of 5.0 g of (trans-4-heptylcyclohexyl)methyl bromide, 10.0 g of hydroquinone, 10.0 g of anhydrous potassium carbonate and 100 ml of absolute dimethylformamide was heated under reflux overnight. The cooled reaction mixture was subsequently poured into ice-water and extracted three times with 50 ml of diethyl ether each time. The organic phases were washed with 500 ml of water, dried over magnesium sulphate and concentrated. Chromatography of the residue on silica gel with toluene/ethyl ... The reagents and catalysts are [Pd] (palladium-on-charcoal). Run in C(C)O (ethanol). Starting materials: CC1(C(=NC2=CC=CC=C12)C(=O)OCC)C (Ethyl 3,3-dimethyl-3H-indole-2-carboxylate). Run at time 5 hour. The product is CC1(C(NC2=CC=CC=C12)C(=O)OCC)C (Ethyl 3,3-dimethylindoline-2(R/S)-carboxylate). RXN SMILES: [CH3:1][C:2]1([CH3:16])[C:10]2[C:5](=[CH:6][CH:7]=[CH:8][CH:9]=2)[N:4]=[C:3]1[C:11]([O:13][CH2:14][CH3:15])=[O:12]>C(O)C.[Pd]>[CH3:1][C:2]1([CH3:16])[C:10]2[C:5](=[CH:6][CH:7]=[CH:8][CH:9]=2)[NH:4][CH:3]1[C:11]([O:13][CH2:14][CH3:15])=[O:12]. Procedure details: Ethyl 3,3-dimethyl-3H-indole-2-carboxylate (4.00 g, 18.4 mmol) was dissolved in ethanol (20 ml) and activated palladium-on-charcoal (0.5 g) was then added to this solution. This mixture was hydrogenated for five hours. After filtration in order to remove the catalyst, the filtrate was dried (MgSO4) and the solvent removed in order to give a brown oil. Starting materials: FC1=C(CN2C=C(C=3C2=CN=C(C3)C(=O)OC)CSC3=CC=CC=C3)C=CC(=C1)F (Methyl 1-(2,4-difluorobenzyl)-3-[(phenylthio)methyl]-1H-pyrrolo[2,3-c]pyridine-5-carboxylate), CC1(OC[C@H](O1)CO)C ((R)-(−)-2,2-dimethyl-1,3-dioxolane-4-methanol), O (Water), CCN(C(C)C)C(C)C (i-Pr2NEt). Run in CN(C)C=O (DMF). Reaction conditions: temperature 40 celsius, time 24 hour. Yields the product FC1=C(CN2C=C(C=3C2=CN=C(C3)C(C)=O)COC[C@H]3OC(OC3)(C)C)C=CC(=C1)F (1-[1-(2,4-difluorobenzyl)-3-({[(4R)-2,2-dimethyl-1,3-dioxolan-4-yl]methoxy)methyl)-1H-pyrrolo[2,3-c]pyridin-5-yl]ethanone). The yield is 88.1%. As a reaction SMILES: [F:1][C:2]1[CH:29]=[C:28]([F:30])[CH:27]=[CH:26][C:3]=1[CH2:4][N:5]1[C:9]2=[CH:10][N:11]=[C:12]([C:14](OC)=[O:15])[CH:13]=[C:8]2[C:7]([CH2:18]SC2C=CC=CC=2)=[CH:6]1.[CH3:31][C:32]1([CH3:39])[O:36][C@H:35]([CH2:37][OH:38])[CH2:34][O:33]1.[CH3:40]CN(C(C)C)C(C)C.O>CN(C=O)C>[F:1][C:2]1[CH:29]=[C:28]([F:30])[CH:27]=[CH:26][C:3]=1[CH2:4][N:5]1[C:9]2=[CH:10][N:11]=[C:12]([C:14](=[O:15])[CH3:40])[CH:13]=[C:8]2[C:7]([CH2:18][O:38][CH2:37][C@@H:35]2[CH2:34][O:33][C:32]([CH3:39])([CH3:31])[O:36]2)=[CH:6]1. Procedure: To a solution of methyl 3-(chloromethyl)-1-(2,4-difluorobenzyl)-1H-pyrrolo[2,3-c]pyridine-5-carboxylate (3 mL, 0.197M in CH2Cl2, 0.591 mmol) [prepared as described in step 2 of example 40] in anhydrous DMF (5 mL) was added (R)-(−)-2,2-dimethyl-1,3-dioxolane-4-methanol (2.955 mmol, 0.37 mL, 5.0 eq.) followed by i-Pr2NEt (0.407 g, 3.14 mmol, 0.55 mL, 4 eq.). The mixture, under nitrogen, was placed in an oil bath and the bath was warmed to 40° C. After stirring for 24 hours (40° C.) the reaction wa... Starting materials: CCO, N#Cc1cc([N+](=O)[O-])ccc1OC1CCCCC1, [Cl-], [Fe], [NH4+], O. The product is N#Cc1cc(N)ccc1OC1CCCCC1. Reaction SMILES: [CH3:23][CH2:24][OH:25].[CH:4]1([O:10][c:11]2[c:12]([C:13]#[N:14])[cH:15][c:16]([N+:19]([O-:20])=[O:21])[cH:17][cH:18]2)[CH2:5][CH2:6][CH2:7][CH2:8][CH2:9]1.[Cl-:1].[Fe:22].[NH4+:2].[OH2:3]>>[CH:4]1([O:10][c:11]2[c:12]([C:13]#[N:14])[cH:15][c:16]([NH2:19])[cH:17][cH:18]2)[CH2:5][CH2:6][CH2:7][CH2:8][CH2:9]1. The reactants are CCO, CCOC(C)=O, O=C(NC1Cc2ccccc2N(Cc2ccc(F)cc2)C1)C(O)c1ccccc1, [Na+], [OH-], O, O=S(=O)(O)O. Product: NC1Cc2ccccc2N(Cc2ccc(F)cc2)C1. As a reaction SMILES: [CH3:35][CH2:36][OH:37].[CH3:38][CH2:39][O:40][C:41]([CH3:42])=[O:43].[F:1][c:2]1[cH:3][cH:4][c:5]([CH2:6][N:7]2[CH2:8][CH:9]([NH:17][C:18](=[O:19])[CH:20]([OH:21])[c:22]3[cH:23][cH:24][cH:25][cH:26][cH:27]3)[CH2:10][c:11]3[cH:12][cH:13][cH:14][cH:15][c:16]32)[cH:28][cH:29]1.[Na+:45].[OH-:44].[OH2:46].[S:30](=[O:31])(=[O:32])([OH:33])[OH:34]>>[F:1][c:2]1[cH:3][cH:4][c:5]([CH2:6][N:7]2[CH2:8][CH:9]([NH2:17])[CH2:10][c:11]3[cH:12][cH:13][cH:14][cH:15][c:16]32)[cH:28][cH:29]1.